Dataset: the Open Reaction Database (ORD), a public repository of structured organic reaction records. Task: describe an organic reaction: reactants, conditions, products, and yield The reactants are C(#N)C1=CC=C(C2=CC=CC=C12)F (1-Cyano-4-fluoronaphthalene), COC([C@H]1NCCC1)=O (L-proline methyl ester). The product is COC(=O)[C@H]1N(CCC1)C1=CC=C(C2=CC=CC=C12)C#N ((S)-1-(4-Cyanonaphthalen-1-yl)pyrrolidine-2-carboxylic acid methyl ester). Yield: 1.6%. Reaction SMILES: [C:1]([C:3]1[C:12]2[C:7](=[CH:8][CH:9]=[CH:10][CH:11]=2)[C:6](F)=[CH:5][CH:4]=1)#[N:2].[CH3:14][O:15][C:16](=[O:22])[C@@H:17]1[CH2:21][CH2:20][CH2:19][NH:18]1>>[CH3:14][O:15][C:16]([C@@H:17]1[CH2:21][CH2:20][CH2:19][N:18]1[C:6]1[C:7]2[C:12](=[CH:11][CH:10]=[CH:9][CH:8]=2)[C:3]([C:1]#[N:2])=[CH:4][CH:5]=1)=[O:22]. Procedure details: 1-Cyano-4-fluoronaphthalene (109 mg, 0.64 mmol) and L-proline methyl ester (380 mg, 2.95 mmol) were heated to 60° C. for 2 days in a sealed vial. The crude product was concentrated in vacuo and purified by preparative TLC (ethyl acetate/n-heptane 1:3, 3× eluted) to afford the title compound (2.9 mg, 1.7%) as an off-white solid. Reaction SMILES: [C:23](=[O:24])([O-:25])[O-:26].[CH2:29]1[O:30][CH2:31][CH2:32][CH2:33]1.[CH3:1][O:2][C:3]([c:4]1[c:5]([Cl:12])[cH:6][c:7]([Br:11])[cH:8][c:9]1[Cl:10])=[O:13].[CH3:34][CH2:35][O:36][C:37]([CH3:38])=[O:39].[Na+:27].[Na+:28].[c:14]1([B:20]([OH:21])[OH:22])[cH:15][cH:16][cH:17][cH:18][cH:19]1.[cH:40]1[cH:41][cH:42][c:43]([P:44]([Pd:45]([P:46]([c:47]2[cH:48][cH:49][cH:50][cH:51][cH:52]2)([c:53]2[cH:54][cH:55][cH:56][cH:57][cH:58]2)[c:59]2[cH:60][cH:61][cH:62][cH:63][cH:64]2)([P:65]([c:66]2[cH:67][cH:68][cH:69][cH:70][cH:71]2)([c:72]2[cH:73][cH:74][cH:75][cH:76][cH:77]2)[c:78]2[cH:79][cH:80][cH:81][cH:82][cH:83]2)[P:84]([c:85]2[cH:86][cH:87][cH:88][cH:89][cH:90]2)([c:91]2[cH:92][cH:93][cH:94][cH:95][cH:96]2)[c:97]2[cH:98][cH:99][cH:100][cH:101][cH:102]2)([c:103]2[cH:104][cH:105][cH:106][cH:107][cH:108]2)[c:109]2[cH:110][cH:111][cH:112][cH:113][cH:114]2)[cH:115][cH:116]1>>[CH3:1][O:2][C:3]([c:4]1[c:5]([Cl:12])[cH:6][c:7](-[c:14]2[cH:15][cH:16][cH:17][cH:18][cH:19]2)[cH:8][c:9]1[Cl:10])=[O:13]. Starting materials: O=C([O-])[O-], C1CCOC1, COC(=O)c1c(Cl)cc(Br)cc1Cl, CCOC(C)=O, [Na+], [Na+], OB(O)c1ccccc1, c1ccc(P(c2ccccc2)(c2ccccc2)[Pd](P(c2ccccc2)(c2ccccc2)c2ccccc2)(P(c2ccccc2)(c2ccccc2)c2ccccc2)P(c2ccccc2)(c2ccccc2)c2ccccc2)cc1. Yields the product COC(=O)c1c(Cl)cc(-c2ccccc2)cc1Cl. The reactants are C1COCCO1, Cc1ccc2ncc(C#N)c(OC(C)C)c2n1. Product: CC(C)Oc1c(C#N)cnc2ccc(C=O)nc12. RXN SMILES: [CH2:18]1[O:19][CH2:21][CH2:22][O:20][CH2:23]1.[CH:1]([CH3:2])([CH3:3])[O:4][c:5]1[c:6]([C:16]#[N:17])[cH:7][n:8][c:9]2[cH:10][cH:11][c:12]([CH3:15])[n:13][c:14]12>>[CH:1]([CH3:2])([CH3:3])[O:4][c:5]1[c:6]([C:16]#[N:17])[cH:7][n:8][c:9]2[cH:10][cH:11][c:12]([CH:15]=[O:20])[n:13][c:14]12. Starting materials: C(C)(C)(C)OC(NC[C@H]1CN(CC1)C1=NC(=CC2=NC=CN=C21)C2=CC=C(C=C2)N2CCOCC2)=O ((S)-tert-butyl(1-(7-(4-morpholinophenyl)pyrido[4,3-b]pyrazin-5-yl)pyrrolidin-3-yl)methylcarbamate), [H-].[Na+] (sodium hydride), CI (CH3I). Run in C1CCOC1 (THF). Reaction conditions: time 0.5 hour. The product is CN(C(OC(C)(C)C)=O)C[C@H]1CN(CC1)C1=NC(=CC2=NC=CN=C21)C2=CC=C(C=C2)N2CCOCC2 ((R)-tert-butyl methyl((1-(7-(4-morpholinophenyl)pyrido[4,3-b]pyrazin-5-yl)pyrrolidin-3-yl)methyl)carbamate). As a reaction SMILES: [C:1]([O:5][C:6](=[O:36])[NH:7][CH2:8][C@@H:9]1[CH2:13][CH2:12][N:11]([C:14]2[C:23]3[C:18](=[N:19][CH:20]=[CH:21][N:22]=3)[CH:17]=[C:16]([C:24]3[CH:29]=[CH:28][C:27]([N:30]4[CH2:35][CH2:34][O:33][CH2:32][CH2:31]4)=[CH:26][CH:25]=3)[N:15]=2)[CH2:10]1)([CH3:4])([CH3:3])[CH3:2].[H-].[Na+].[CH3:39]I>C1COCC1>[CH3:39][N:7]([CH2:8][C@@H:9]1[CH2:13][CH2:12][N:11]([C:14]2[C:23]3[C:18](=[N:19][CH:20]=[CH:21][N:22]=3)[CH:17]=[C:16]([C:24]3[CH:29]=[CH:28][C:27]([N:30]4[CH2:35][CH2:34][O:33][CH2:32][CH2:31]4)=[CH:26][CH:25]=3)[N:15]=2)[CH2:10]1)[C:6](=[O:36])[O:5][C:1]([CH3:4])([CH3:2])[CH3:3] |f:1.2|. Procedure details: Under N2, to a solution of (S)-tert-butyl(1-(7-(4-morpholinophenyl)pyrido[4,3-b]pyrazin-5-yl)pyrrolidin-3-yl)methylcarbamate (150 mg, 0.31 mmol) in anhydrous THF (10 mL) was slowly added sodium hydride (49 mg, 1.22 mmol) at 0° C. The mixture was warmed up and stirred at room temperature for 0.5 h. The reaction mixture was then cooled to 0° C., and CH3I (174 mg, 1.22 mmol) was added slowly. After the completion of the addition, the reaction mixture was stirred at reflux for 4 hours, cooled to amb... Yields the product CN(C)CCCN(c1ccccc1)c1ncccc1NC(=O)c1ccccc1[N+](=O)[O-]. Reactants: CN(C)CCCN(c1ccccc1)c1ncccc1N, O=C(Cl)c1ccccc1[N+](=O)[O-]. As a reaction SMILES: [CH3:1][N:2]([CH2:3][CH2:4][CH2:5][N:6]([c:7]1[n:8][cH:9][cH:10][cH:11][c:12]1[NH2:13])[c:14]1[cH:15][cH:16][cH:17][cH:18][cH:19]1)[CH3:20].[N+:21](=[O:22])([O-:23])[c:24]1[c:25]([C:26](=[O:27])[Cl:28])[cH:29][cH:30][cH:31][cH:32]1>>[CH3:1][N:2]([CH2:3][CH2:4][CH2:5][N:6]([c:7]1[n:8][cH:9][cH:10][cH:11][c:12]1[NH:13][C:26]([c:25]1[c:24]([N+:21](=[O:22])[O-:23])[cH:32][cH:31][cH:30][cH:29]1)=[O:27])[c:14]1[cH:15][cH:16][cH:17][cH:18][cH:19]1)[CH3:20]. Reactants: CCO, CC(C)Br, Cl, [K+], [OH-], O=C(O)c1ccccc1S. Yields the product CC(C)Sc1ccccc1C(=O)O. Reaction SMILES: [CH3:18][CH2:19][OH:20].[CH:11]([CH3:12])([CH3:13])[Br:14].[ClH:17].[K+:16].[OH-:15].[OH:1][C:2](=[O:3])[c:4]1[cH:5][cH:6][cH:7][cH:8][c:9]1[SH:10]>>[OH:1][C:2](=[O:3])[c:4]1[cH:5][cH:6][cH:7][cH:8][c:9]1[S:10][CH:11]([CH3:12])[CH3:13]. Reactants: NC1(CN(CCC1)CC1=CC=CC=C1)C#N (3-amino-1-benzyl-piperidine-3-carbonitrile), [H-].C(C(C)C)[Al+]CC(C)C (diisobutylaluminiumhydride), C(Cl)Cl.CO.[NH4+].[OH-] (DCM methanol NH4OH). Yields the product NCC1(CN(CCC1)CC1=CC=CC=C1)N (3-Aminomethyl-1-benzyl-piperidin-3-ylamine). Reaction SMILES: [NH2:1][C:2]1([C:15]#[N:16])[CH2:7][CH2:6][CH2:5][N:4]([CH2:8][C:9]2[CH:14]=[CH:13][CH:12]=[CH:11][CH:10]=2)[CH2:3]1.[H-].C([Al+]CC(C)C)C(C)C.C(Cl)Cl.CO.[NH4+].[OH-]>>[NH2:16][CH2:15][C:2]1([NH2:1])[CH2:7][CH2:6][CH2:5][N:4]([CH2:8][C:9]2[CH:14]=[CH:13][CH:12]=[CH:11][CH:10]=2)[CH2:3]1 |f:1.2,3.4.5.6|. Procedure details: This material was obtained in analogy to example 65, step A] from known 3-amino-1-benzyl-piperidine-3-carbonitrile (CAS 153931-24-9, 1.23 g) by reduction with diisobutylaluminiumhydride (20% in toluene, 14.2 mL) as a colorless glass (458 mg) after silica gel chromatography (DCM/methanol/NH4OH 9:1:0.1). MS (ESI): 220.3 (MH+). The reactants are CCOS(C)(=O)=O, CC#N, ClC(Cl)Cl, CC(C)N1CCC(Oc2ccc(-n3ccc(OCc4ccc(Cl)cn4)cc3=O)cc2)C1. Yields the product CCN1CCC(Oc2ccc(-n3ccc(OCc4ccc(Cl)cn4)cc3=O)cc2)C1. RXN SMILES: [CH3:1][S:2]([O:3][CH2:4][CH3:5])(=[O:6])=[O:7].[CH3:8][C:9]#[N:10].[CH:42]([Cl:43])([Cl:44])[Cl:45].[Cl:11][c:12]1[cH:13][cH:14][c:15]([CH2:18][O:19][c:20]2[cH:21][c:22](=[O:41])[n:23](-[c:26]3[cH:27][cH:28][c:29]([O:32][CH:33]4[CH2:34][N:35]([CH:38]([CH3:39])[CH3:40])[CH2:36][CH2:37]4)[cH:30][cH:31]3)[cH:24][cH:25]2)[n:16][cH:17]1>>[Cl:11][c:12]1[cH:13][cH:14][c:15]([CH2:18][O:19][c:20]2[cH:21][c:22](=[O:41])[n:23](-[c:26]3[cH:27][cH:28][c:29]([O:32][CH:33]4[CH2:34][N:35]([CH2:38][CH3:39])[CH2:36][CH2:37]4)[cH:30][cH:31]3)[cH:24][cH:25]2)[n:16][cH:17]1.